Dataset: the Open Reaction Database (ORD), a public repository of structured organic reaction records. Task: describe an organic reaction: reactants, conditions, products, and yield The reactants are C1=CC(=CC(=C1)Cl)C(=O)OO (MCPBA), C[C@H]1CN(CC=2N1C1=C(C=NC3=CC=CC=C13)N2)S(=O)(=O)C ((11S)-11-Methyl-9-(methylsulfonyl)-8,9,10,11-tetrahydropyrazino[1′,2′:1,2]imidazo[4,5-c]quinoline), C(=O)([O-])[O-].[Na+].[Na+] (Na2CO3). Solvent: ClCCl (dichloromethane). Run at time 8 hour. The product is C[C@H]1CN(CC=2N1C1=C(C=[N+](C3=CC=CC=C13)[O-])N2)S(=O)(=O)C ((11S)-11-methyl-9-(methylsulfonyl)-8,9,10,11-tetrahydropyrazino[1′,2′:1,2]imidazo[4,5-c]quinoline 5-oxide). The yield is 100.0%. As a reaction SMILES: [CH3:1][C@@H:2]1[N:7]2[C:8]3[C:17]4[C:12](=[CH:13][CH:14]=[CH:15][CH:16]=4)[N:11]=[CH:10][C:9]=3[N:18]=[C:6]2[CH2:5][N:4]([S:19]([CH3:22])(=[O:21])=[O:20])[CH2:3]1.C1C=C(Cl)C=C(C(OO)=[O:31])C=1.C([O-])([O-])=O.[Na+].[Na+]>ClCCl>[CH3:1][C@@H:2]1[N:7]2[C:8]3[C:17]4[C:12](=[CH:13][CH:14]=[CH:15][CH:16]=4)[N+:11]([O-:31])=[CH:10][C:9]=3[N:18]=[C:6]2[CH2:5][N:4]([S:19]([CH3:22])(=[O:21])=[O:20])[CH2:3]1 |f:2.3.4|. Procedure details: (11S)-11-Methyl-9-(methylsulfonyl)-8,9,10,11-tetrahydropyrazino[1′,2′:1,2]imidazo[4,5-c]quinoline (1.01 g, 3.19 mmol) was dissolved in dichloromethane (40 mL) and treated with MCPBA (0.94 g, 77% max). After stirring overnight, the reaction was treated with 20 mL of 2% Na2CO3 solution and the layers were separated. The aqueous layer was then extracted with dichloromethane (10×10 mL). The combined organic layers were washed with brine, dried over Na2SO4, filtered and concentrated under reduced pre...